Dataset: the Open Reaction Database (ORD), a public repository of structured organic reaction records. Task: describe an organic reaction: reactants, conditions, products, and yield Starting materials: CC(C)Nc1ncc(Br)cn1, [F-], [K+]. Yields the product CC(C)Nc1ncc(F)cn1. RXN SMILES: [CH:1]([CH3:2])([CH3:3])[NH:4][c:5]1[n:6][cH:7][c:8]([Br:11])[cH:9][n:10]1.[F-:12].[K+:13]>>[CH:1]([CH3:2])([CH3:3])[NH:4][c:5]1[n:6][cH:7][c:8]([F:12])[cH:9][n:10]1. Conditions: time 6 day. Yield: 64.9%. The solvent is O1CCCC1 (tetrahydrofuran). Procedure: Prepared from 170 mg (0.26 mmol) of 7-{4-[4-(dimethylamino)piperidin-1-yl]phenylamino}-1-methyl-3,4-dihydro-pyrimido[4,5-d]pyrimidin-2(1H)-one, trifluoroacetic acid and 233 mg (2.07 mmol) of potassium tert-butoxide in 20 mL of tetrahydrofuran. The reaction mixture is stirred for 6 days, and the workup is done as described in the general procedure, including a back-extraction of the combined aqueous phase with chloroform. The combined organic phase was dried over magnesium sulfate, filtered, and ... Yields the product CN(C1CCN(CC1)C1=CC=C(C=C1)NC1=NC=C2C(=N1)N(C(N=C2)=O)C)C (7-{4-[4-(Dimethylamino)piperidin-1-yl]phenylamino}-1-methyl-pyrimido[4,5-d]pyrimidin-2(1H)-one). The reactants are CN(C1CCN(CC1)C1=CC=C(C=C1)NC1=NC=C2C(=N1)N(C(NC2)=O)C)C (7-{4-[4-(dimethylamino)piperidin-1-yl]phenylamino}-1-methyl-3,4-dihydro-pyrimido[4,5-d]pyrimidin-2(1H)-one), FC(C(=O)O)(F)F (trifluoroacetic acid), CC(C)([O-])C.[K+] (potassium tert-butoxide). As a reaction SMILES: [CH3:1][N:2]([CH3:28])[CH:3]1[CH2:8][CH2:7][N:6]([C:9]2[CH:14]=[CH:13][C:12]([NH:15][C:16]3[N:21]=[C:20]4[N:22]([CH3:27])[C:23](=[O:26])[NH:24][CH2:25][C:19]4=[CH:18][N:17]=3)=[CH:11][CH:10]=2)[CH2:5][CH2:4]1.FC(F)(F)C(O)=O.CC(C)([O-])C.[K+]>O1CCCC1>[CH3:1][N:2]([CH3:28])[CH:3]1[CH2:4][CH2:5][N:6]([C:9]2[CH:14]=[CH:13][C:12]([NH:15][C:16]3[N:21]=[C:20]4[N:22]([CH3:27])[C:23](=[O:26])[N:24]=[CH:25][C:19]4=[CH:18][N:17]=3)=[CH:11][CH:10]=2)[CH2:7][CH2:8]1 |f:2.3|. Run at time 3 hour. Reactants: C=1(C(=CC=CC1)C(=O)O[C@H]1C[C@@H](S[C@@H]1COC(=O)C=1C(=CC=CC1)C)N1C(=O)NC(=O)C(C)=C1)C (3',5'-di-O-toluoyl-4'-thiothymidine), C[O-].[Na+] (sodium methoxide). Isolated yield 78.7%. Run in CO (MeOH), CO (MeOH). Yields the product [C@@H]1(C[C@H](O)[C@@H](CO)S1)N1C(=O)NC(=O)C(C)=C1 (4'-thiothymidine). Procedure: A solution of 3',5'-di-O-toluoyl-4'-thiothymidine (formula β-17) (150 mg, 0.30 mmol) in anhydrous MeOH (30 mL) was stirred at room temperature with a freshly prepared solution of sodium methoxide (32.5 mg, 0.60 mmol) in MeOH (7.5 mL). A TLC aliquot at 3 hours showed complete consumption of starting material (TLC CHCl3 -MeOH 95:5). The solution was rendered neutral with Dowex 50W-X8 (H+) ion-exchange resin, the suspension was filtered, and the resin was washed with MeOH. The filtrates were combin... As a reaction SMILES: C1(C)C(C([O:9][C@@H:10]2[C@@H:14]([CH2:15][O:16]C(C3C(C)=CC=CC=3)=O)[S:13][C@@H:12]([N:26]3[CH:34]=[C:32]([CH3:33])[C:30](=[O:31])[NH:29][C:27]3=[O:28])[CH2:11]2)=O)=CC=CC=1.C[O-].[Na+]>CO>[C@@H:12]1([N:26]2[CH:34]=[C:32]([CH3:33])[C:30](=[O:31])[NH:29][C:27]2=[O:28])[S:13][C@H:14]([CH2:15][OH:16])[C@@H:10]([OH:9])[CH2:11]1 |f:1.2|. The reactants are [Cl-], Cl, O=C(O)CC(=O)CCl, [GeH4], NC(N)=O, O=C(O)c1cc(=O)[nH]c(=O)[nH]1. Product: O=c1cc(CCl)[nH]c(=O)[nH]1. Reaction SMILES: [Cl-:14].[Cl:13].[Cl:15][CH2:16][C:17](=[O:18])[CH2:19][C:20]([OH:21])=[O:22].[GeH4:1].[NH2:23][C:24](=[O:25])[NH2:26].[OH:2][C:3](=[O:4])[c:5]1[cH:6][c:7](=[O:8])[nH:9][c:10](=[O:11])[nH:12]1>>[CH2:3]([c:5]1[cH:6][c:7](=[O:8])[nH:9][c:10](=[O:11])[nH:12]1)[Cl:15]. Reactants: Cn1cncc1C(O)(c1ccc(Cl)cc1)c1ccc(NC(=O)CBr)c(C(=O)c2cccc(Cl)c2)c1, CO, [N-]=[N+]=[N-], [Na+]. Product: Cn1cncc1C(O)(c1ccc(Cl)cc1)c1ccc(NC(=O)CN=[N+]=[N-])c(C(=O)c2cccc(Cl)c2)c1. As a reaction SMILES: [Br:1][CH2:2][C:3](=[O:4])[NH:5][c:6]1[c:7]([C:27]([c:28]2[cH:29][c:30]([Cl:34])[cH:31][cH:32][cH:33]2)=[O:35])[cH:8][c:9]([C:12]([c:13]2[cH:14][n:15][cH:16][n:17]2[CH3:18])([OH:19])[c:20]2[cH:21][cH:22][c:23]([Cl:26])[cH:24][cH:25]2)[cH:10][cH:11]1.[CH3:40][OH:41].[N-:36]=[N+:37]=[N-:38].[Na+:39]>>[CH2:2]([C:3](=[O:4])[NH:5][c:6]1[c:7]([C:27]([c:28]2[cH:29][c:30]([Cl:34])[cH:31][cH:32][cH:33]2)=[O:35])[cH:8][c:9]([C:12]([c:13]2[cH:14][n:15][cH:16][n:17]2[CH3:18])([OH:19])[c:20]2[cH:21][cH:22][c:23]([Cl:26])[cH:24][cH:25]2)[cH:10][cH:11]1)[N:36]=[N+:37]=[N-:38]. Reactants: COC=1C(NC=C(C1)[N+](=O)[O-])=O (3-Methoxy-5-nitro-2-pyridone), P(Cl)(Cl)(Cl)(Cl)Cl (phosphorus pentachloride), P(=O)(Cl)(Cl)Cl (phosphorus oxychloride). Solvent: ice water. Run at time 30 minute. Product: ClC1=NC=C(C=C1OC)[N+](=O)[O-] (2-Chloro-3-Methoxy-5-Nitropyridine). As a reaction SMILES: [CH3:1][O:2][C:3]1[C:4](=O)[NH:5][CH:6]=[C:7]([N+:9]([O-:11])=[O:10])[CH:8]=1.P(Cl)(Cl)(Cl)(Cl)[Cl:14].P(Cl)(Cl)(Cl)=O>>[Cl:14][C:4]1[C:3]([O:2][CH3:1])=[CH:8][C:7]([N+:9]([O-:11])=[O:10])=[CH:6][N:5]=1. Procedure: 3-Methoxy-5-nitro-2-pyridone (5.7 g, 0.034 mole) was added to a combination of phosphorus pentachloride (5.0 g) and phosphorus oxychloride (40 ml); the reaction mixture was refluxed for 2.5 hours, cooled, poured over ice/water (300 ml) and stirred for 30 minutes. The resulting solid was collected by filtration, washed with water and air dried; yield, 1.72 g (27 percent), m.p. 40° to 41° C. Starting materials: CCCC[N+](CCCC)(CCCC)CCCC, C1CCOC1, [Cl-], C[Si](C)(C)C#Cc1ccnc(Cl)c1, [F-], [NH4+]. Yields the product C#Cc1ccnc(Cl)c1. Reaction SMILES: [CH2:15]([N+:16]([CH2:17][CH2:18][CH2:19][CH3:20])([CH2:21][CH2:22][CH2:23][CH3:24])[CH2:25][CH2:26][CH2:27][CH3:28])[CH2:29][CH2:30][CH3:31].[CH2:34]1[O:35][CH2:36][CH2:37][CH2:38]1.[Cl-:32].[Cl:1][c:2]1[n:3][cH:4][cH:5][c:6]([C:8]#[C:9][Si:10]([CH3:11])([CH3:12])[CH3:13])[cH:7]1.[F-:14].[NH4+:33]>>[Cl:1][c:2]1[n:3][cH:4][cH:5][c:6]([C:8]#[CH:9])[cH:7]1. Starting materials: BrC=1C=C2C(=NC1)N(N=C2C2=NC=CC=C2OC)COC(C(C)(C)C)=O (2,2-Dimethyl-propionic acid 5-bromo-3-(3-methoxy-pyridin-2-yl)-pyrazolo[3,4-b]pyridin-1-ylmethyl ester), C([O-])(O)=O.[Na+] (sodium bicarbonate), NC1=C(C(=O)N(C)C)C=C(C=C1)B1OC(C(O1)(C)C)(C)C (2-amino-N,N-dimethyl-5-(4,4,5,5-tetramethyl-[1,3,2]dioxaborolan-2-yl)-benzamide), ClCCl (dichloromethane). Solvent: O1CCCC1 (tetrahydrofuran), O (Water), O (water), C(C)#N (acetonitrile). Yields the product NC1=C(C(=O)N(C)C)C=C(C=C1)C=1C=C2C(=NC1)NN=C2C2=NC=CC=C2OC (2-amino-5-[3-(3-methoxy-pyridin-2-yl)-1H-pyrazolo[3,4-b]pyridin-5-yl]-N,N-dimethyl-benzamide). Yield: 38.8%. Reaction SMILES: Br[C:2]1[CH:3]=[C:4]2[C:10]([C:11]3[C:16]([O:17][CH3:18])=[CH:15][CH:14]=[CH:13][N:12]=3)=[N:9][N:8](COC(=O)C(C)(C)C)[C:5]2=[N:6][CH:7]=1.[NH2:27][C:28]1[CH:38]=[CH:37][C:36](B2OC(C)(C)C(C)(C)O2)=[CH:35][C:29]=1[C:30]([N:32]([CH3:34])[CH3:33])=[O:31].ClCCl.C(=O)(O)[O-].[Na+]>O1CCCC1.C(#N)C.O>[NH2:27][C:28]1[CH:38]=[CH:37][C:36]([C:2]2[CH:3]=[C:4]3[C:10]([C:11]4[C:16]([O:17][CH3:18])=[CH:15][CH:14]=[CH:13][N:12]=4)=[N:9][NH:8][C:5]3=[N:6][CH:7]=2)=[CH:35][C:29]=1[C:30]([N:32]([CH3:34])[CH3:33])=[O:31] |f:3.4|. Reported procedure: 2,2-Dimethyl-propionic acid 5-bromo-3-(3-methoxy-pyridin-2-yl)-pyrazolo[3,4-b]pyridin-1-ylmethyl ester (570 mg, 1.36 mmol), 2-amino-N,N-dimethyl-5-(4,4,5,5-tetramethyl-[1,3,2]dioxaborolan-2-yl)-benzamide (570 mg, 1.96 mmol), [1,1′-bis(diphenylphosphino)-ferrocene]dichloropalladium(II) complex in dichloromethane (1:1, 111 mg, 0.136 mmol), tetrahydrofuran (3 ml), acetonitrile (6 ml), water (3 ml), and saturated sodium bicarbonate (3 ml) were combined and irradiated in a microwave reactor for 20 mi... The reactants are C(=O)(O)[O-].[Na+] (NaHCO3), N1=C(C=CC=C1)CCN1C=NC2=C1C=CC=C2 (1-(2-pyridin-2-yl-ethyl)-1H-benzimidazole), CN(C)C=O (DMF), [Li]C(C)(C)C (tert-BuLi). Solvent: O (water), C1CCOC1 (THF). Run at temperature -40 celsius, time 1 hour. Product: N1=C(C=CC=C1)CCN1C(=NC2=C1C=CC=C2)C=O (1-(2-pyridin-2-yl-ethyl)-1H-benzimidazole-2-carbaldehyde). RXN SMILES: [N:1]1[CH:6]=[CH:5][CH:4]=[CH:3][C:2]=1[CH2:7][CH2:8][N:9]1[C:13]2[CH:14]=[CH:15][CH:16]=[CH:17][C:12]=2[N:11]=[CH:10]1.[Li]C(C)(C)C.CN([CH:26]=[O:27])C.C([O-])(O)=O.[Na+]>C1COCC1.O>[N:1]1[CH:6]=[CH:5][CH:4]=[CH:3][C:2]=1[CH2:7][CH2:8][N:9]1[C:13]2[CH:14]=[CH:15][CH:16]=[CH:17][C:12]=2[N:11]=[C:10]1[CH:26]=[O:27] |f:3.4|. Procedure details: Under an atmosphere of Ar, 1-(2-pyridin-2-yl-ethyl)-1H-benzimidazole (0.46 g, 2.1 mmol) (Ichikawa, M. et al. Chem. Pharm. Bull. 1981, 29, 3042-7) was dissolved in anhydrous THF (10 mL), cooled to −40° C., and treated with tert-BuLi (1.5 mL, 1.7M, 2.5 mmol) for 30 minutes. DMF (0.80 mL, 10.3 mmol) was then added and the solution slowly warmed to room temperature. After 1 hour, water (10 mL) and saturated aqueous NaHCO3 solution (10 mL) were added and the medium was extracted with EtOAc (3×25 mL).... The reactants are CN1N=CC(=C1)N (1-methyl-1H-pyrazol-4-amine), ClC1=NC=C(C(=N1)Cl)F (2,4-dichloro-5-fluoropyrimidine), N[C@H]1[C@H]([C@@H]2C=C[C@H]1C2)C(=O)N ((+/−)-(1S,2S,3R,4R)-3-aminobicyclo[2.2.1]hept-5-ene-2-carboxamide), ClC1=NC=C(C(=N1)Cl)Br (2,4-dichloro-5-bromopyrimidine). The product is BrC=1C(=NC(=NC1)NC=1C(=NN(C1)C)C)N[C@H]1[C@H]([C@@H]2C=C[C@H]1C2)C(=O)N ((1S,2S,3R,4R)-3-({5-bromo-2-[(1,3-dimethyl-1H-pyrazol-4-yl)amino]pyrimidin-4-yl}amino)bicyclo[2.2.1]hept-5-ene-2-carboxamide). RXN SMILES: [CH3:1][N:2]1[CH:6]=[C:5]([NH2:7])[CH:4]=[N:3]1.[NH2:8][C@@H:9]1[C@@H:14]2[CH2:15][C@@H:11]([CH:12]=[CH:13]2)[C@@H:10]1[C:16]([NH2:18])=[O:17].Cl[C:20]1[N:25]=[C:24](Cl)[C:23]([Br:27])=[CH:22][N:21]=1.Cl[C:29]1N=C(Cl)C(F)=CN=1>>[Br:27][C:23]1[C:22]([NH:8][C@@H:9]2[C@@H:14]3[CH2:15][C@@H:11]([CH:12]=[CH:13]3)[C@@H:10]2[C:16]([NH2:18])=[O:17])=[N:21][C:20]([NH:7][C:5]2[C:4]([CH3:29])=[N:3][N:2]([CH3:1])[CH:6]=2)=[N:25][CH:24]=1. Procedure details: The title compound was prepared as described in Example 1, substituting 1,3-dimethyl-1H-pyrazol-4-amine for 1-methyl-1H-pyrazol-4-amine in Example 1B along with substitution of (+)-(1S,2S,3R,4R)-3-aminobicyclo[2.2.1]hept-5-ene-2-carboxamide for (+/−)-(1S,2S,3R,4R)-3-aminobicyclo[2.2.1]hept-5-ene-2-carboxamide and 2,4-dichloro-5-bromopyrimidine for 2,4-dichloro-5-fluoropyrimidine in Example 1A. 1H NMR (400 MHz, DMSO-d6) ppm 1.37-1.43 (m, 1H) 2.05-2.17 (m, 4H) 2.49-2.53 (m, 1H) 2.72 (s, 1H) 2.86 (...